Dataset: the Open Reaction Database (ORD), a public repository of structured organic reaction records. Task: describe an organic reaction: reactants, conditions, products, and yield The reactants are O=C(c1c(F)cc(Br)cc1F)N1CCCC1CN1CCCC1, COc1ncc(B(O)O)cn1. Product: COc1ncc(-c2cc(F)c(C(=O)N3CCCC3CN3CCCC3)c(F)c2)cn1. RXN SMILES: [Br:1][c:2]1[cH:3][c:4]([F:22])[c:5]([C:9](=[O:10])[N:11]2[CH:12]([CH2:16][N:17]3[CH2:18][CH2:19][CH2:20][CH2:21]3)[CH2:13][CH2:14][CH2:15]2)[c:6]([F:8])[cH:7]1.[CH3:23][O:24][c:25]1[n:26][cH:27][c:28]([B:31]([OH:32])[OH:33])[cH:29][n:30]1>>[c:2]1(-[c:28]2[cH:27][n:26][c:25]([O:24][CH3:23])[n:30][cH:29]2)[cH:3][c:4]([F:22])[c:5]([C:9](=[O:10])[N:11]2[CH:12]([CH2:16][N:17]3[CH2:18][CH2:19][CH2:20][CH2:21]3)[CH2:13][CH2:14][CH2:15]2)[c:6]([F:8])[cH:7]1.